This data is from the Open Reaction Database (ORD), a public repository of structured organic reaction records. The task is: describe an organic reaction: reactants, conditions, products, and yield Starting materials: [H-].[Na+] (sodium hydride), O=C1NC(C12CCN(CC2)C(=O)OC(C)(C)C)C2=CC=C(C=C2)Cl (1,1-dimethylethyl 1-oxo-3-(4-chlorophenyl) -2,7-diazaspiro[3.5]nonane-7-carboxylate), ice water, BrC(C)C (2-bromopropane). Solvent: oil, CN(C)C=O (DMF). Reaction conditions: temperature 50 celsius, time 5 minute. Yields the product O=C1N(C(C12CCN(CC2)C(=O)OC(C)(C)C)C2=CC=C(C=C2)Cl)C(C)C (1,1-Dimethylethyl 1-oxo-3-(4-chlorophenyl)-2-isopropyl-2,7-diazaspiro[3.5]nonane-7-carboxylate). RXN SMILES: [O:1]=[C:2]1[C:5]2([CH2:10][CH2:9][N:8]([C:11]([O:13][C:14]([CH3:17])([CH3:16])[CH3:15])=[O:12])[CH2:7][CH2:6]2)[CH:4]([C:18]2[CH:23]=[CH:22][C:21]([Cl:24])=[CH:20][CH:19]=2)[NH:3]1.[H-].[Na+].Br[CH:28]([CH3:30])[CH3:29]>CN(C=O)C>[O:1]=[C:2]1[C:5]2([CH2:10][CH2:9][N:8]([C:11]([O:13][C:14]([CH3:17])([CH3:16])[CH3:15])=[O:12])[CH2:7][CH2:6]2)[CH:4]([C:18]2[CH:19]=[CH:20][C:21]([Cl:24])=[CH:22][CH:23]=2)[N:3]1[CH:28]([CH3:30])[CH3:29] |f:1.2|. Procedure: In a dry 100 mL 3-necked flask, add 1,1-dimethylethyl 1-oxo-3-(4-chlorophenyl) -2,7-diazaspiro[3.5]nonane-7-carboxylate (7.0 g) and dry DMF (50 mL) and cool to ˜2 C. Add portionwise sodium hydride in 60% oil dispersion (1.10 g) keeping temperature at 2-5 C. After 5 min., add portionwise 2-bromopropane (2.6 mL) keeping temperature 3 to 8° C. Warm mixture to 50° C. After 4.5 h, cool to ˜20° C. and add ice water (400 mL). Extract with EtOAc (2×499 mL). Extract EtOAc with brine (50 mL). Concentrate ... Reactants: CC[N+](CC)(CC)Cc1ccccc1, ClCCl, CCO, BrC(Br)Br, C=CON=C(C(=O)OCC)C1(C)OCCO1, [Cl-], [Na+], [OH-]. Product: CCOC(=O)C(=NOC1CC1(Br)Br)C1(C)OCCO1. RXN SMILES: [CH2:27]([N+:28]([CH2:29][CH3:30])([CH2:31][CH3:32])[CH2:33][CH3:34])[c:35]1[cH:36][cH:37][cH:38][cH:39][cH:40]1.[CH2:41]([Cl:42])[Cl:43].[CH3:21][CH2:22][OH:23].[CH:17]([Br:18])([Br:19])[Br:20].[CH:1](=[CH2:2])[O:3][N:4]=[C:5]([C:6](=[O:7])[O:8][CH2:9][CH3:10])[C:11]1([CH3:12])[O:13][CH2:14][CH2:15][O:16]1.[Cl-:26].[Na+:25].[OH-:24]>>[CH:1]1([O:3][N:4]=[C:5]([C:6](=[O:7])[O:8][CH2:9][CH3:10])[C:11]2([CH3:12])[O:13][CH2:14][CH2:15][O:16]2)[CH2:2][C:17]1([Br:18])[Br:20]. Starting materials: O1C(=NC=C1)CN (oxazol-2-ylmethanamine), C(C1=CC=CC=C1)OC1=CC(N(C=C1)C=1SC(=C(N1)C)C(=O)O)=O (2-(4-(benzyloxy)-2-oxopyridin-1(2H)-yl)-4-methylthiazole-5-carboxylic acid). Product: C(C1=CC=CC=C1)OC1=CC(N(C=C1)C=1SC(=C(N1)C)C(=O)NCC=1OC=CN1)=O (2-(4-(Benzyloxy)-2-oxopyridin-1(2H)-yl)-4-methyl-N-(oxazol-2-ylmethyl)thiazole-5-carboxamide). Yield: 62.0%. RXN SMILES: [O:1]1[CH:5]=[CH:4][N:3]=[C:2]1[CH2:6][NH2:7].[CH2:8]([O:15][C:16]1[CH:21]=[CH:20][N:19]([C:22]2[S:23][C:24]([C:28](O)=[O:29])=[C:25]([CH3:27])[N:26]=2)[C:18](=[O:31])[CH:17]=1)[C:9]1[CH:14]=[CH:13][CH:12]=[CH:11][CH:10]=1>>[CH2:8]([O:15][C:16]1[CH:21]=[CH:20][N:19]([C:22]2[S:23][C:24]([C:28]([NH:7][CH2:6][C:2]3[O:1][CH:5]=[CH:4][N:3]=3)=[O:29])=[C:25]([CH3:27])[N:26]=2)[C:18](=[O:31])[CH:17]=1)[C:9]1[CH:14]=[CH:13][CH:12]=[CH:11][CH:10]=1. Reported procedure: Following the procedure as described in Example 22, making variation only as required to use oxazol-2-ylmethanamine in place of benzo[b]thiophen-2-ylmethanamine to react with 2-(4-(benzyloxy)-2-oxopyridin-1(2H)-yl)-4-methylthiazole-5-carboxylic acid, the title compound was obtained as a colorless solid in 62% yield: 1H NMR (300 MHz, DMSO-d6) δ 8.87 (t, J=5.7 Hz, 1H), 8.61 (d, J=8.1 Hz, 1H), 8.02 (s, 1H), 7.45-7.30 (m, 5H), 7.13 (s, 1H), 6.39 (dd, J=8.1, 2.7 Hz, 1H), 6.23 (d, J=2.7 Hz, 1H), 5.16 ... Reactants: C(=O)[O-].[Na+] (sodium formate), CC1=C(C=CC=C1)SC(CC=O)C (3-(2-methylphenylthio)butanal), Cl (hydrochloric acid), C(CC(=O)C)(=O)OC (methyl acetoacetate), Cl (hydrochloric acid), [OH-].[Na+] (sodium hydroxide). The reagents and catalysts are [Br-].C(CCC)[N+](CCCC)(CCCC)CCCC (tetrabutylammonium bromide). Run in C1(=CC=CC=C1)C (toluene), O (water). Run at time 3 hour. The product is OC(CC(C)=O)CC(C)SC1=C(C=CC=C1)C (4-hydroxy-6-(2-methylphenylthio)-2-heptanone). The yield is 85.3%. RXN SMILES: C(OC)(=O)[CH2:2][C:3]([CH3:5])=[O:4].[OH-].[Na+].Cl.C([O-])=O.[Na+].[CH3:16][C:17]1[CH:22]=[CH:21][CH:20]=[CH:19][C:18]=1[S:23][CH:24]([CH3:28])[CH2:25][CH:26]=[O:27]>O.[Br-].C([N+](CCCC)(CCCC)CCCC)CCC.C1(C)C=CC=CC=1>[OH:27][CH:26]([CH2:25][CH:24]([S:23][C:18]1[CH:19]=[CH:20][CH:21]=[CH:22][C:17]=1[CH3:16])[CH3:28])[CH2:2][C:3](=[O:4])[CH3:5] |f:1.2,4.5,8.9|. Procedure: 9.86 Grams of methyl acetoacetate was dissolved in 15 ml of water, and 12.67 g of a 30% aqueous sodium hydroxide solution was added thereto by drops while cooling the mixture to 25° C. or less. After having been stirred at 30°-35° C. for 3 hours, the mixture was adjusted to pH 7.0 with a concentrated aqueous hydrochloric acid solution. Thereafter, 0.68 g of sodium formate and 2.42 g of tetrabutylammonium bromide were added thereto. Thereafter a concentrated aqueous hydrochloric acid solution was... Reactants: CO, C#N, COc1ccc(COC(=O)C(N)P(=O)(OC)OC)cc1, S. Product: COc1ccc(COC(=O)C(NC=S)P(=O)(OC)OC)cc1. RXN SMILES: [CH3:24][OH:25].[CH:22]#[N:23].[NH2:2][CH:3]([C:4](=[O:5])[O:6][CH2:7][c:8]1[cH:9][cH:10][c:11]([O:14][CH3:15])[cH:12][cH:13]1)[P:16](=[O:17])([O:18][CH3:19])[O:20][CH3:21].[SH2:1]>>[S:1]=[CH:22][NH:2][CH:3]([C:4](=[O:5])[O:6][CH2:7][c:8]1[cH:9][cH:10][c:11]([O:14][CH3:15])[cH:12][cH:13]1)[P:16](=[O:17])([O:18][CH3:19])[O:20][CH3:21]. Reactants: CCNCC, CN(C)C=O, CN1Cc2c(-c3noc(CCl)n3)ncn2-c2ccc(Cl)cc2C1=O. Yields the product CCN(CC)Cc1nc(-c2ncn3c2CN(C)C(=O)c2cc(Cl)ccc2-3)no1. As a reaction SMILES: [CH2:25]([CH3:26])[NH:27][CH2:28][CH3:29].[CH3:30][N:31]([CH3:32])[CH:33]=[O:34].[Cl:1][c:2]1[cH:3][cH:4][c:5]2[c:6]([cH:24]1)[C:7](=[O:23])[N:8]([CH3:22])[CH2:9][c:10]1[n:11]-2[cH:12][n:13][c:14]1-[c:15]1[n:16][o:17][c:18]([CH2:20][Cl:21])[n:19]1>>[Cl:1][c:2]1[cH:3][cH:4][c:5]2[c:6]([cH:24]1)[C:7](=[O:23])[N:8]([CH3:22])[CH2:9][c:10]1[n:11]-2[cH:12][n:13][c:14]1-[c:15]1[n:16][o:17][c:18]([CH2:20][N:27]([CH2:25][CH3:26])[CH2:28][CH3:29])[n:19]1.